Dataset: the Open Reaction Database (ORD), a public repository of structured organic reaction records. Task: describe an organic reaction: reactants, conditions, products, and yield The reactants are CC(=O)C1=CC=C(C=C1)OC (4-methoxyacetophenone), C(CC)(=O)OCC (ethyl propionate), [H-].[Na+] (sodium hydride), C(C)O (ethanol), [H-].[Na+] (sodium hydride). The solvent is C(C)OCC (diethyl ether), O (water), CCCCCC (hexane). Yields the product COC1=CC=C(C=C1)C(CC(CC)=O)=O (5-(4-methoxyphenyl)-3,5-pentanedione). As a reaction SMILES: [H-].[Na+].C(O)C.[CH3:6][C:7]([C:9]1[CH:14]=[CH:13][C:12]([O:15][CH3:16])=[CH:11][CH:10]=1)=[O:8].[C:17](OCC)(=[O:20])[CH2:18][CH3:19]>CCCCCC.C(OCC)C.O>[CH3:16][O:15][C:12]1[CH:13]=[CH:14][C:9]([C:7](=[O:8])[CH2:6][C:17](=[O:20])[CH2:18][CH3:19])=[CH:10][CH:11]=1 |f:0.1|. Reported procedure: To a suspension of 8.8 g (0.18 mole) of a 50% dispersion of sodium hydride in hexane was added 1 ml of ethanol followed by the addition, over a period of five minutes, of a solution of 30 g (0.2 mole) of 4-methoxyacetophenone in 50 ml of diethyl ether. 50 ml of ethyl propionate was then added rapidly, and the solution was heated under reflux for three hours and then cooled. An additional 7 g of sodium hydride dispersion was added, the reaction was allowed to subside, and the mixture was then coo... The reactants are ClCCN1S(N(CC2=C1C(=CC=C2)F)C(C)C)(=O)=O (1-(2-chloroethyl)-3,4-dihydro-8-fluoro-3-(1-methylethyl)-1H-2,1,3-benzothiadiazine-2,2-dioxide), FC1=CC=C2C(=CNC2=C1)C1=CCNCC1 (4-(6-fluoroindol-3-yl)-1,2,5,6-tetrahydropyridine), C(=O)([O-])[O-].[Na+].[Na+] (Na2CO3). Run in O (water). Run at temperature 100 celsius. Product: FC1=CC=CC=2CN(S(N(C21)CCN2CC=C(CC2)C2=CNC1=CC(=CC=C21)F)(=O)=O)C(C)C (3,4-dihydro-8-fluoro-1-{2-[4-(6-fluoroindol-3-yl)-1,2,5,6-tetrahydro-1-pyridyl]-1-ethyl}-3-(1-methylethyl)-1H-2,1,3-benzothiadiazine-2,2-dioxide). Reaction SMILES: Cl[CH2:2][CH2:3][N:4]1[C:9]2[C:10]([F:14])=[CH:11][CH:12]=[CH:13][C:8]=2[CH2:7][N:6]([CH:15]([CH3:17])[CH3:16])[S:5]1(=[O:19])=[O:18].[F:20][C:21]1[CH:29]=[C:28]2[C:24]([C:25]([C:30]3[CH2:35][CH2:34][NH:33][CH2:32][CH:31]=3)=[CH:26][NH:27]2)=[CH:23][CH:22]=1.C([O-])([O-])=O.[Na+].[Na+]>O>[F:14][C:10]1[C:9]2[N:4]([CH2:3][CH2:2][N:33]3[CH2:34][CH2:35][C:30]([C:25]4[C:24]5[C:28](=[CH:29][C:21]([F:20])=[CH:22][CH:23]=5)[NH:27][CH:26]=4)=[CH:31][CH2:32]3)[S:5](=[O:19])(=[O:18])[N:6]([CH:15]([CH3:17])[CH3:16])[CH2:7][C:8]=2[CH:13]=[CH:12][CH:11]=1 |f:2.3.4|. Procedure: A suspension of 1-(2-chloroethyl)-3,4-dihydro-8-fluoro-3-(1-methylethyl)-1H-2,1,3-benzothiadiazine-2,2-dioxide (1.35 g), 4-(6-fluoroindol-3-yl)-1,2,5,6-tetrahydropyridine (31.45 g, 6.7 mmol) and Na2CO3 (3.6 g, 34.6 mmol) in water (8 ml) was heated at 100° C. under argon atmosphere for 30 hours. After cooling to room temperature the product was extracted with dichloromethane. The organic phase was dried over Na2SO4 and evaporated to dryness. The crude mixture was purified by flash chromatography ...